Dataset: the Open Reaction Database (ORD), a public repository of structured organic reaction records. Task: describe an organic reaction: reactants, conditions, products, and yield Reactants: ClCCl, N, Cc1ccc(C)c(N=C(Cl)N2CCC(c3nc(C4=NOC(c5ccccc5)C4)cs3)CC2)c1. Yields the product Cc1ccc(C)c(NC(=N)N2CCC(c3nc(C4=NOC(c5ccccc5)C4)cs3)CC2)c1. As a reaction SMILES: [Cl:35][CH2:36][Cl:37].[NH3:34].[c:1]1([CH:7]2[CH2:8][C:9]([c:12]3[n:13][c:14]([CH:17]4[CH2:18][CH2:19][N:20]([C:23](=[N:24][c:25]5[c:26]([CH3:32])[cH:27][cH:28][c:29]([CH3:31])[cH:30]5)[Cl:33])[CH2:21][CH2:22]4)[s:15][cH:16]3)=[N:10][O:11]2)[cH:2][cH:3][cH:4][cH:5][cH:6]1>>[c:1]1([CH:7]2[CH2:8][C:9]([c:12]3[n:13][c:14]([CH:17]4[CH2:18][CH2:19][N:20]([C:23]([NH:24][c:25]5[c:26]([CH3:32])[cH:27][cH:28][c:29]([CH3:31])[cH:30]5)=[NH:34])[CH2:21][CH2:22]4)[s:15][cH:16]3)=[N:10][O:11]2)[cH:2][cH:3][cH:4][cH:5][cH:6]1. Starting materials: C(C)(=O)NCC=1SC(=CC1)C(CCCCl)=O (2-acetylaminomethyl-5-(4-chlorobutyryl)thiophene), O (water). Run in C(C)[SiH](CC)CC (triethylsilane), FC(C(=O)O)(F)F (trifluoroacetic acid). Conditions: time 10 hour. Yields the product C(C)(=O)NCC=1SC(=CC1)CCCCCl (2-acetylaminomethyl-5-(4-chlorobutyl)thiophene). The yield is 70.5%. RXN SMILES: [C:1]([NH:4][CH2:5][C:6]1[S:7][C:8]([C:11](=O)[CH2:12][CH2:13][CH2:14][Cl:15])=[CH:9][CH:10]=1)(=[O:3])[CH3:2].O>C([SiH](CC)CC)C.FC(F)(F)C(O)=O>[C:1]([NH:4][CH2:5][C:6]1[S:7][C:8]([CH2:11][CH2:12][CH2:13][CH2:14][Cl:15])=[CH:9][CH:10]=1)(=[O:3])[CH3:2]. Reported procedure: A mixture of 2-acetylaminomethyl-5-(4-chlorobutyryl)thiophene (15 g) in triethylsilane (21.6 ml) and trifluoroacetic acid (70 ml) was stirred at room temperature for 10 hours. The reaction mixture was poured into water, extracted with ethyl acetate, and dried over magnesium sulfate, and then the solvent was distilled off under reduced pressure. The residue was purified by silica gel column chromatography to give 10 g of 2-acetylaminomethyl-5-(4-chlorobutyl)thiophene. The reactants are C(C)(C)(C)OC(=O)NC1(CCC2=CC=CC=C12)C(=O)O (1-[(tert-butyloxycarbonyl)amino]-1-indancarboxylic acid), C(C1=CC=CC=C1)Br (benzyl bromide), C([O-])([O-])=O.[Cs+].[Cs+] (caesium carbonate). The solvent is CN(C=O)C (dimethylformamide), CN(C=O)C (dimethyl-formamide). Run at time 30 minute. The product is C(C)(C)(C)OC(=O)NC1(CCC2=CC=CC=C12)C(=O)OCC1=CC=CC=C1 (Benzyl (1RS)-1-[(tert-butyloxycarbonyl)amino]-1-indancarboxylate). Reaction SMILES: [C:1]([O:5][C:6]([NH:8][C:9]1([C:18]([OH:20])=[O:19])[C:17]2[C:12](=[CH:13][CH:14]=[CH:15][CH:16]=2)[CH2:11][CH2:10]1)=[O:7])([CH3:4])([CH3:3])[CH3:2].C(=O)([O-])[O-].[Cs+].[Cs+].[CH2:27](Br)[C:28]1[CH:33]=[CH:32][CH:31]=[CH:30][CH:29]=1>CN(C)C=O>[C:1]([O:5][C:6]([NH:8][C:9]1([C:18]([O:20][CH2:27][C:28]2[CH:33]=[CH:32][CH:31]=[CH:30][CH:29]=2)=[O:19])[C:17]2[C:12](=[CH:13][CH:14]=[CH:15][CH:16]=2)[CH2:11][CH2:10]1)=[O:7])([CH3:4])([CH3:2])[CH3:3] |f:1.2.3|. Reported procedure: To 0.140 mol of 1-[(tert-butyloxycarbonyl)amino]-1-indancarboxylic acid there are added 750 ml of dimethylformamide and then 0.147 mol of caesium carbonate. Stirring is then carried out for 2 hours 30 minutes at ambient temperature and there is then poured in, dropwise, over ½ hour, 0.145 mol of benzyl bromide dissolved in 150 ml of dimethyl-formamide, and stirring is carried out for 20 hours at ambient temperature.